From a dataset of the Open Reaction Database (ORD), a public repository of structured organic reaction records. describe an organic reaction: reactants, conditions, products, and yield The reactants are CC(C)(C)OC(=O)N(CCc1cc(F)cc(CN2CCC3(CC2)CN(C(=O)C(F)(F)F)CCO3)c1)CC(O)c1ccc(O)c2[nH]c(=O)sc12, N. The product is CC(C)(C)OC(=O)N(CCc1cc(F)cc(CN2CCC3(CC2)CNCCO3)c1)CC(O)c1ccc(O)c2[nH]c(=O)sc12. Reaction SMILES: [F:1][c:2]1[cH:3][c:4]([CH2:5][CH2:6][N:7]([C:8]([O:9][C:10]([CH3:11])([CH3:12])[CH3:13])=[O:14])[CH2:15][CH:16]([c:17]2[cH:18][cH:19][c:20]([OH:27])[c:21]3[nH:22][c:23](=[O:26])[s:24][c:25]23)[OH:28])[cH:29][c:30]([CH2:32][N:33]2[CH2:34][CH2:35][C:36]3([CH2:37][N:38]([C:42](=[O:43])[C:44]([F:45])([F:46])[F:47])[CH2:39][CH2:40][O:41]3)[CH2:48][CH2:49]2)[cH:31]1.[NH3:50]>>[F:1][c:2]1[cH:3][c:4]([CH2:5][CH2:6][N:7]([C:8]([O:9][C:10]([CH3:11])([CH3:12])[CH3:13])=[O:14])[CH2:15][CH:16]([c:17]2[cH:18][cH:19][c:20]([OH:27])[c:21]3[nH:22][c:23](=[O:26])[s:24][c:25]23)[OH:28])[cH:29][c:30]([CH2:32][N:33]2[CH2:34][CH2:35][C:36]3([CH2:37][NH:38][CH2:39][CH2:40][O:41]3)[CH2:48][CH2:49]2)[cH:31]1. Solvent: [N+](=O)([O-])C (nitromethane). Starting materials: C1(=CC=CC=C1)OC (anisole), BrC1=CC=C(C(=O)Cl)C=C1 (4-bromobenzoyl chloride), FC(S(=O)(=O)[O-])(F)F.[Yb+3].FC(S(=O)(=O)[O-])(F)F.FC(S(=O)(=O)[O-])(F)F (ytterbium(III) trifluoromethanesulfonate). Product: BrC1=CC=C(C=C1)C(=O)C1=CC=C(C=C1)OC (4-Methoxyphenyl 4-bromophenyl ketone). Procedure: To commercially available nitromethane (10 ml) were added commercially available anisole (1.08 g), commercially available 4-bromobenzoyl chloride (2.20 g) and commercially available ytterbium(III) trifluoromethanesulfonate (620 mg), and the admixture was stirred at 60° C. overnight. The reaction mixture was partitioned between water and chloroform, and the chloroform layer was then dried with anhydrous magnesium sulfate. After removing the solvent by reduced-pressure distillation, the resulting ... Reaction SMILES: [C:1]1([O:7][CH3:8])[CH:6]=[CH:5][CH:4]=[CH:3][CH:2]=1.[Br:9][C:10]1[CH:18]=[CH:17][C:13]([C:14](Cl)=[O:15])=[CH:12][CH:11]=1.FC(F)(F)S([O-])(=O)=O.[Yb+3].FC(F)(F)S([O-])(=O)=O.FC(F)(F)S([O-])(=O)=O>[N+](C)([O-])=O>[Br:9][C:10]1[CH:18]=[CH:17][C:13]([C:14]([C:4]2[CH:5]=[CH:6][C:1]([O:7][CH3:8])=[CH:2][CH:3]=2)=[O:15])=[CH:12][CH:11]=1 |f:2.3.4.5|. The yield is 56.7%. Conditions: temperature 60 celsius, time 8 hour. Reactants: Cc1c(Cl)c(C(C)(C)O)nn1CC(=O)O, COc1cc(N2CCNC(C)C2)c(F)cc1Cl. Yields the product COc1cc(N2CCN(C(=O)Cn3nc(C(C)(C)O)c(Cl)c3C)C(C)C2)c(F)cc1Cl. As a reaction SMILES: [Cl:18][c:19]1[c:20]([C:29]([CH3:30])([CH3:31])[OH:32])[n:21][n:22]([CH2:25][C:26](=[O:27])[OH:28])[c:23]1[CH3:24].[Cl:1][c:2]1[cH:3][c:4]([F:17])[c:5]([N:10]2[CH2:11][CH:12]([CH3:16])[NH:13][CH2:14][CH2:15]2)[cH:6][c:7]1[O:8][CH3:9]>>[Cl:1][c:2]1[cH:3][c:4]([F:17])[c:5]([N:10]2[CH2:11][CH:12]([CH3:16])[N:13]([C:26]([CH2:25][n:22]3[n:21][c:20]([C:29]([CH3:30])([CH3:31])[OH:32])[c:19]([Cl:18])[c:23]3[CH3:24])=[O:27])[CH2:14][CH2:15]2)[cH:6][c:7]1[O:8][CH3:9]. The reactants are CNC, COc1c2c(c(C(=O)O)n(C)c1=O)CCN(Cc1ccc(F)cc1)C2=O, CN(C)C=O. Yields the product COc1c2c(c(C(=O)N(C)C)n(C)c1=O)CCN(Cc1ccc(F)cc1)C2=O. As a reaction SMILES: [CH3:27][NH:28][CH3:29].[F:1][c:2]1[cH:3][cH:4][c:5]([CH2:6][N:7]2[C:8](=[O:24])[c:9]3[c:10]([O:22][CH3:23])[c:11](=[O:21])[n:12]([CH3:20])[c:13]([C:17](=[O:18])[OH:19])[c:14]3[CH2:15][CH2:16]2)[cH:25][cH:26]1.[O:30]=[CH:31][N:32]([CH3:33])[CH3:34]>>[F:1][c:2]1[cH:3][cH:4][c:5]([CH2:6][N:7]2[C:8](=[O:24])[c:9]3[c:10]([O:22][CH3:23])[c:11](=[O:21])[n:12]([CH3:20])[c:13]([C:17](=[O:18])[N:28]([CH3:27])[CH3:29])[c:14]3[CH2:15][CH2:16]2)[cH:25][cH:26]1. Reactants: polyphosphoric acid, [OH-].[K+] (KOH), CC1=NNC2=CC=C(C=C12)C(=O)O (3-Methyl-1H-indazole-5-carboxlic acid), NNC(=S)N (thiosemicarbazide). Solvent: ice water. Reaction conditions: temperature 90 celsius. Yields the product CC1=NNC2=CC=C(C=C12)C1=NN=C(S1)N (5-(3-Methyl-1H-indazol-5-yl)-[1,3,4]thiadiazol-2-ylamine). Isolated yield 53.0%. As a reaction SMILES: [CH3:1][C:2]1[C:10]2[C:5](=[CH:6][CH:7]=[C:8]([C:11](O)=O)[CH:9]=2)[NH:4][N:3]=1.[NH2:14][NH:15][C:16]([NH2:18])=[S:17].[OH-].[K+]>>[CH3:1][C:2]1[C:10]2[C:5](=[CH:6][CH:7]=[C:8]([C:11]3[S:17][C:16]([NH2:18])=[N:15][N:14]=3)[CH:9]=2)[NH:4][N:3]=1 |f:2.3|. Procedure: To a round bottom flash equipped with an overhead stir motor was added 80 g of polyphosphoric acid. The flask was heated to 90° C. and a finely ground mixture of 3-methyl-1H-indazole-5-carboxlic acid 4e (8.0 g, 45.5 mmol) and thiosemicarbazide (4.1 g (45.4 mmol) was slowly added over a period of 30 min. The resulting mixture was stirred for 24 hr. At this point 200 ml of ice water was added to the solution, and the pH of the resulting mixture was adjusted to 7.0 using solid KOH. A precipitate wa... The reactants are O=C(Cc1ccc(Cl)c(Cl)c1)N(OCc1ccccc1)C(CN1CCCC1)c1ccccc1, CO, Cl, [NH4+], [OH-]. The product is O=C(Cc1ccc(Cl)c(Cl)c1)N(O)C(CN1CCCC1)c1ccccc1. As a reaction SMILES: [CH2:1]([c:2]1[cH:3][cH:4][cH:5][cH:6][cH:7]1)[O:8][N:9]([C:10]([CH2:11][c:12]1[cH:13][c:14]([Cl:19])[c:15]([Cl:18])[cH:16][cH:17]1)=[O:20])[CH:21]([CH2:22][N:23]1[CH2:24][CH2:25][CH2:26][CH2:27]1)[c:28]1[cH:29][cH:30][cH:31][cH:32][cH:33]1.[CH3:37][OH:38].[ClH:34].[NH4+:36].[OH-:35]>>[OH:8][N:9]([C:10]([CH2:11][c:12]1[cH:13][c:14]([Cl:19])[c:15]([Cl:18])[cH:16][cH:17]1)=[O:20])[CH:21]([CH2:22][N:23]1[CH2:24][CH2:25][CH2:26][CH2:27]1)[c:28]1[cH:29][cH:30][cH:31][cH:32][cH:33]1.